Dataset: the Open Reaction Database (ORD), a public repository of structured organic reaction records. Task: describe an organic reaction: reactants, conditions, products, and yield Starting materials: CC(C)(C)O, C=C(N)CC(=O)C1=C(C)CCCC1(C)C, [Cl-], N, [NH4+], [Na], C1CCOC1. Product: CC=CC(=O)C1=C(C)CCCC1(C)C. As a reaction SMILES: [CH3:20][C:21]([OH:22])([CH3:23])[CH3:24].[CH3:2][C:3]1=[C:4]([C:11]([CH2:12][C:13](=[CH2:14])[NH2:15])=[O:16])[C:5]([CH3:9])([CH3:10])[CH2:6][CH2:7][CH2:8]1.[Cl-:18].[NH3:1].[NH4+:19].[Na:17].[O:25]1[CH2:26][CH2:27][CH2:28][CH2:29]1>>[CH3:2][C:3]1=[C:4]([C:11]([CH:12]=[CH:13][CH3:14])=[O:16])[C:5]([CH3:9])([CH3:10])[CH2:6][CH2:7][CH2:8]1. The reactants are O=C([O-])[O-], CCOC(=O)C1(c2ccc(B3OC(C)(C)C(C)(C)O3)cc2)CCCC1, [K+], [K+], O, Cc1noc(-c2ccc(Br)cc2)c1NC(=O)OC(C)c1ccccc1, c1ccc(P(c2ccccc2)(c2ccccc2)[Pd](P(c2ccccc2)(c2ccccc2)c2ccccc2)(P(c2ccccc2)(c2ccccc2)c2ccccc2)P(c2ccccc2)(c2ccccc2)c2ccccc2)cc1. Yields the product CCOC(=O)C1(c2ccc(-c3ccc(-c4onc(C)c4NC(=O)OC(C)c4ccccc4)cc3)cc2)CCCC1. As a reaction SMILES: [C:51](=[O:52])([O-:53])[O-:54].[CH2:26]([CH3:27])[O:28][C:29](=[O:30])[C:31]1([c:36]2[cH:37][cH:38][c:39]([B:42]3[O:43][C:44]([CH3:45])([CH3:46])[C:47]([CH3:48])([CH3:49])[O:50]3)[cH:40][cH:41]2)[CH2:32][CH2:33][CH2:34][CH2:35]1.[K+:55].[K+:56].[OH2:134].[c:1]1([CH:7]([CH3:8])[O:9][C:10]([NH:11][c:12]2[c:13]([CH3:24])[n:14][o:15][c:16]2-[c:17]2[cH:18][cH:19][c:20]([Br:23])[cH:21][cH:22]2)=[O:25])[cH:2][cH:3][cH:4][cH:5][cH:6]1.[cH:57]1[cH:58][cH:59][c:60]([P:61]([Pd:62]([P:63]([c:64]2[cH:65][cH:66][cH:67][cH:68][cH:69]2)([c:70]2[cH:71][cH:72][cH:73][cH:74][cH:75]2)[c:76]2[cH:77][cH:78][cH:79][cH:80][cH:81]2)([P:82]([c:83]2[cH:84][cH:85][cH:86][cH:87][cH:88]2)([c:89]2[cH:90][cH:91][cH:92][cH:93][cH:94]2)[c:95]2[cH:96][cH:97][cH:98][cH:99][cH:100]2)[P:101]([c:102]2[cH:103][cH:104][cH:105][cH:106][cH:107]2)([c:108]2[cH:109][cH:110][cH:111][cH:112][cH:113]2)[c:114]2[cH:115][cH:116][cH:117][cH:118][cH:119]2)([c:120]2[cH:121][cH:122][cH:123][cH:124][cH:125]2)[c:126]2[cH:127][cH:128][cH:129][cH:130][cH:131]2)[cH:132][cH:133]1>>[c:1]1([CH:7]([CH3:8])[O:9][C:10]([NH:11][c:12]2[c:13]([CH3:24])[n:14][o:15][c:16]2-[c:17]2[cH:18][cH:19][c:20](-[c:39]3[cH:38][cH:37][c:36]([C:31]4([C:29]([O:28][CH2:26][CH3:27])=[O:30])[CH2:32][CH2:33][CH2:34][CH2:35]4)[cH:41][cH:40]3)[cH:21][cH:22]2)=[O:25])[cH:2][cH:3][cH:4][cH:5][cH:6]1. The reactants are Brc1ccnc2[nH]ccc12, COc1ccc(CCl)cc1. Yields the product COc1ccc(Cn2ccc3c(Br)ccnc32)cc1. Reaction SMILES: [Br:1][c:2]1[c:3]2[c:4]([n:5][cH:6][cH:7]1)[nH:8][cH:9][cH:10]2.[CH3:11][O:12][c:13]1[cH:14][cH:15][c:16]([CH2:17][Cl:18])[cH:19][cH:20]1>>[Br:1][c:2]1[c:3]2[c:4]([n:5][cH:6][cH:7]1)[n:8]([CH2:17][c:16]1[cH:15][cH:14][c:13]([O:12][CH3:11])[cH:20][cH:19]1)[cH:9][cH:10]2. Reactants: CS(=O)(=O)N (methanesulfonamide), ClC=1C(=CC(=C(C(=O)O)C1)F)OCC1(C2CC3CC(CC1C3)C2)C#N (5-chloro-4-((2-cyanoadamantan-2-yl)methoxy)-2-fluorobenzoic acid), N1(CCC1)S(=O)(=O)N (azetidine-1-sulfonamide), C(#N)C1(C2CC3CC(CC1C3)C2)COC2=CC(=C(C(=O)O)C=C2C2CC2)F (4-((2-cyanoadamantan-2-yl)methoxy)-5-cyclopropyl-2-fluorobenzoic acid). Yields the product N1(CCC1)S(=O)(=O)NC(C1=C(C=C(C(=C1)Cl)OCC1(C2CC3CC(CC1C3)C2)C#N)F)=O (N-(azetidin-1-ylsulfonyl)-5-chloro-4-((2-cyanoadamantan-2-yl)-methoxy)-2-fluorobenzamide). As a reaction SMILES: CS(N)(=O)=O.[N:6]1([S:10]([NH2:13])(=[O:12])=[O:11])[CH2:9][CH2:8][CH2:7]1.C(C1(COC2C(C3CC3)=CC(C(O)=O)=C(F)C=2)C2CC3CC(CC1C3)C2)#N.[Cl:41][C:42]1[C:43]([O:52][CH2:53][C:54]2([C:64]#[N:65])[CH:61]3[CH2:62][CH:57]4[CH2:58][CH:59]([CH2:63][CH:55]2[CH2:56]4)[CH2:60]3)=[CH:44][C:45]([F:51])=[C:46]([CH:50]=1)[C:47](O)=[O:48]>>[N:6]1([S:10]([NH:13][C:47](=[O:48])[C:46]2[CH:50]=[C:42]([Cl:41])[C:43]([O:52][CH2:53][C:54]3([C:64]#[N:65])[CH:55]4[CH2:63][CH:59]5[CH2:58][CH:57]([CH2:62][CH:61]3[CH2:60]5)[CH2:56]4)=[CH:44][C:45]=2[F:51])(=[O:12])=[O:11])[CH2:9][CH2:8][CH2:7]1. Procedure: Following the procedure as described in Example 332 Step 7 and making non-critical variations to replace methanesulfonamide with azetidine-1-sulfonamide and to replace 4-((2-cyanoadamantan-2-yl)methoxy)-5-cyclopropyl-2-fluorobenzoic acid with 5-chloro-4-((2-cyanoadamantan-2-yl)methoxy)-2-fluorobenzoic acid, the title compound was obtained following purification by reverse-phase HPLC as a colorless powder (0.037 g, 18%): 1H NMR (300 MHz, DMSO-d6) δ 11.86 (br s, 1H), 7.78 (d, J=7.4 Hz, 1H), 7.41 (...